From a dataset of the Open Reaction Database (ORD), a public repository of structured organic reaction records. describe an organic reaction: reactants, conditions, products, and yield The reactants are CC=CCC1Cc2ccc(OCC)cc2C1=O, CO, ClCCl, O=[O+][O-]. Yields the product CCOc1ccc2c(c1)C(=O)C(CC=O)C2. RXN SMILES: [CH2:4]([CH:5]=[CH:6][CH3:7])[CH:8]1[C:9](=[O:20])[c:10]2[cH:11][c:12]([O:17][CH2:18][CH3:19])[cH:13][cH:14][c:15]2[CH2:16]1.[CH3:24][OH:25].[Cl:21][CH2:22][Cl:23].[O-:1][O+:2]=[O:3]>>[O:1]=[CH:5][CH2:4][CH:8]1[C:9](=[O:20])[c:10]2[cH:11][c:12]([O:17][CH2:18][CH3:19])[cH:13][cH:14][c:15]2[CH2:16]1. Reactants: C1CCNCC1, CS(=O)(=O)c1ccc(C(CC2CCCC2)C(=O)Nc2ncc(SCC(=O)O)s2)cc1. Yields the product CS(=O)(=O)c1ccc(C(CC2CCCC2)C(=O)Nc2ncc(SCC(=O)N3CCCCC3)s2)cc1. Reaction SMILES: [CH2:31]1[CH2:32][CH2:33][NH:34][CH2:35][CH2:36]1.[CH:1]1([CH2:6][CH:7]([C:8](=[O:9])[NH:10][c:11]2[s:12][c:13]([S:16][CH2:17][C:18](=[O:19])[OH:20])[cH:14][n:15]2)[c:21]2[cH:22][cH:23][c:24]([S:27](=[O:28])(=[O:29])[CH3:30])[cH:25][cH:26]2)[CH2:2][CH2:3][CH2:4][CH2:5]1>>[CH:1]1([CH2:6][CH:7]([C:8](=[O:9])[NH:10][c:11]2[s:12][c:13]([S:16][CH2:17][C:18](=[O:19])[N:34]3[CH2:33][CH2:32][CH2:31][CH2:36][CH2:35]3)[cH:14][n:15]2)[c:21]2[cH:22][cH:23][c:24]([S:27](=[O:28])(=[O:29])[CH3:30])[cH:25][cH:26]2)[CH2:2][CH2:3][CH2:4][CH2:5]1. The reactants are (6S)-2-nitro-6,7-dihydro-5H-imidazo[2,1-b][1,3]oxazin-6-01, BrCC1=CC=C(C=C1)C1=C(C=C(C=C1)OC(F)(F)F)Cl (4-(bromomethyl)-2′-chloro-4′-(trifluoromethoxy)-1,1′-biphenyl), [H-].[Na+] (NaH), [N+](=O)([O-])C=1NC=C(N1)[N+](=O)[O-] (2,4-dinitroimidazole), C([C@@H]1CO1)O[Si](C)(C)C(C)(C)C (tert-butyldimethylsilyl (S)-glycidyl ether). Run in CN(C)C=O (DMF). Conditions: time 3 hour. The product is ClC1=C(C=CC(=C1)OC(F)(F)F)C1=CC=C(C=C1)CO[C@H]1CN2C(OC1)=NC(=C2)[N+](=O)[O-] ((6S)-6-[{2′-chloro-4′-(trifluoromethoxy)[1,1′-biphenyl]-4-yl]methoxy}-2-nitro-6,7-dihydro-5H-imidazo[2,1-b][1,3]oxazine). Yield: 80.0%. Reaction SMILES: [N+]([C:4]1[NH:5][CH:6]=[C:7]([N+:9]([O-:11])=[O:10])[N:8]=1)([O-])=O.[CH2:12]([O:16][Si](C(C)(C)C)(C)C)[C@H:13]1[O:15][CH2:14]1.Br[CH2:25][C:26]1[CH:31]=[CH:30][C:29]([C:32]2[CH:37]=[CH:36][C:35]([O:38][C:39]([F:42])([F:41])[F:40])=[CH:34][C:33]=2[Cl:43])=[CH:28][CH:27]=1.[H-].[Na+]>CN(C=O)C>[Cl:43][C:33]1[CH:34]=[C:35]([O:38][C:39]([F:42])([F:41])[F:40])[CH:36]=[CH:37][C:32]=1[C:29]1[CH:30]=[CH:31][C:26]([CH2:25][O:15][C@@H:13]2[CH2:12][O:16][C:4]3=[N:8][C:7]([N+:9]([O-:11])=[O:10])=[CH:6][N:5]3[CH2:14]2)=[CH:27][CH:28]=1 |f:3.4|. Procedure details: A stirred solution of (6S)-2-nitro-6,7-dihydro-5H-imidazo[2,1-b][1,3]oxazin-6-01 (41) (reported in U.S. Pat. No. 5,668,127 via 4 steps, starting from 2,4-dinitroimidazole and tert-butyldimethylsilyl (S)-glycidyl ether) (342 mg, 1.85 mmol) and bromide 39 (741 mg, 2.03 mmol) in anhydrous DMF (7 mL) under N2 at 0° C. was treated with 60% NaH (111 mg, 2.78 mmol), then quickly degassed and resealed under N2. After stirring at room temperature for 3 h, the reaction was cooled (CO2/acetone), quenched w... Reactants: ClCC1=NC=CC(=C1C)SCCCSC=1C=CC=2N(N1)C(=CN2)[N+](=O)[O-] (6-[3-(2-chloromethyl-3-methylpyridin-4-ylsulfanyl)propylsulfanyl]-3-nitro-imidazo[1,2-b]pyridazine), S1C(=NC=C1)C=1C=CC2=C(NC(=N2)S)C1 (6-thiazol-2-yl-1H-benzimidazole-2-thiol). The yield is 62.2%. The solvent is C(C)(C)O (isopropanol), CN(C=O)C (dimethylformamide). Product: Cl.CC=1C(=NC=CC1SCCCSC=1C=CC=2N(N1)C(=CN2)[N+](=O)[O-])CSC2=NC1=C(N2)C=CC(=C1)C=1SC=CN1 (6-{3-[3-Methyl-2-(5-thiazol-2-yl-1H-benzimidazol-2-ylsulfanylmethyl)pyridin-4-yl -sulfanyl]-propyl-sulfanyl}3-nitroimidazo[1,2-b]pyridazine hydrochloride). Reported procedure: 0.77 g (1.87 mmol) of 6-[3-(2-chloromethyl-3-methylpyridin-4-ylsulfanyl)propylsulfanyl]-3-nitro-imidazo[1,2-b]pyridazine and 0.35 g (1.5 mmol) of 6-thiazol-2-yl-1H-benzimidazole-2-thiol in 25 ml of isopropanol and 20 ml of dimethylformamide are reacted as described in Example 2. 0.60 g (62%) of the title compound of m.p. 232-234° C. is isolated. Reaction SMILES: [Cl:1][CH2:2][C:3]1[C:8]([CH3:9])=[C:7]([S:10][CH2:11][CH2:12][CH2:13][S:14][C:15]2[CH:16]=[CH:17][C:18]3[N:19]([C:21]([N+:24]([O-:26])=[O:25])=[CH:22][N:23]=3)[N:20]=2)[CH:6]=[CH:5][N:4]=1.[S:27]1[CH:31]=[CH:30][N:29]=[C:28]1[C:32]1[CH:33]=[CH:34][C:35]2[N:39]=[C:38]([SH:40])[NH:37][C:36]=2[CH:41]=1>C(O)(C)C.CN(C)C=O>[ClH:1].[CH3:9][C:8]1[C:3]([CH2:2][S:40][C:38]2[NH:39][C:35]3[CH:34]=[CH:33][C:32]([C:28]4[S:27][CH:31]=[CH:30][N:29]=4)=[CH:41][C:36]=3[N:37]=2)=[N:4][CH:5]=[CH:6][C:7]=1[S:10][CH2:11][CH2:12][CH2:13][S:14][C:15]1[CH:16]=[CH:17][C:18]2[N:19]([C:21]([N+:24]([O-:26])=[O:25])=[CH:22][N:23]=2)[N:20]=1 |f:4.5|. Starting materials: Cl.N[C@@H](C)C(=O)[C@H]1C(N(C(CC2=C1C=CCC2)N)C)=O (1-(S)-[L-alaninyl]-amino-3-methyl-4,5,6,7-tetrahydro-2H-3-benzazepin-2-one hydrochloride), C(=O)(OC(C)(C)C)NC(C(=O)O)CC(F)(F)F (2-(N-Boc-amino)-4,4,4-trifluorobutyric acid). Reported procedure: Following General Procedure D above using 1-(S)-[L-alaninyl]-amino-3-methyl-4,5,6,7-tetrahydro-2H-3-benzazepin-2-one hydrochloride (Example 7-30, below) and 2-(N-Boc-amino)-4,4,4-trifluorobutyric acid (Oakwood), the protected intermediate was prepared. The Boc-group was removed using 5.0 M HCl in dioxane and the resulting free-base purified by flash chromatography CHCl3/MeOH (97.3) yielding the title compounds. Product: NC(C(=O)N[C@@H](C)C(=O)[C@H]1C(N(C(CC2=C1C=CCC2)N)C)=O)CC(F)(F)F (1-(S)-[N′-(2-Amino-4,4,4-trifluorobutyryl)-L-alaninyl]-amino-3-methyl-4,5,6,7-tetrahydro-2H-3-benzazepin-2-one). RXN SMILES: Cl.[NH2:2][C@H:3]([C:5]([C@@H:7]1[C:13]2[CH:14]=[CH:15][CH2:16][CH2:17][C:12]=2[CH2:11][CH:10]([NH2:18])[N:9]([CH3:19])[C:8]1=[O:20])=[O:6])[CH3:4].C([NH:28][CH:29]([CH2:33][C:34]([F:37])([F:36])[F:35])[C:30](O)=[O:31])(OC(C)(C)C)=O>>[NH2:28][CH:29]([CH2:33][C:34]([F:37])([F:36])[F:35])[C:30]([NH:2][C@H:3]([C:5]([C@@H:7]1[C:13]2[CH:14]=[CH:15][CH2:16][CH2:17][C:12]=2[CH2:11][CH:10]([NH2:18])[N:9]([CH3:19])[C:8]1=[O:20])=[O:6])[CH3:4])=[O:31] |f:0.1|. Yields the product CSc1ccc2[nH]c(=O)c(-c3cc(C)no3)c(-c3ccccc3)c2c1. Reactants: Cc1cc(-c2c(-c3ccccc3)c3cc(Br)ccc3[nH]c2=O)on1, C1CCOC1, [Li]CCCC, CSSC. Reaction SMILES: [Br:1][c:2]1[cH:3][c:4]2[c:5](-[c:19]3[cH:20][cH:21][cH:22][cH:23][cH:24]3)[c:6](-[c:13]3[cH:14][c:15]([CH3:18])[n:16][o:17]3)[c:7](=[O:12])[nH:8][c:9]2[cH:10][cH:11]1.[CH2:34]1[O:35][CH2:36][CH2:37][CH2:38]1.[CH3:25][CH2:26][CH2:27][CH2:28][Li:29].[CH3:30][S:31][S:32][CH3:33]>>[c:2]1([S:31][CH3:30])[cH:3][c:4]2[c:5](-[c:19]3[cH:20][cH:21][cH:22][cH:23][cH:24]3)[c:6](-[c:13]3[cH:14][c:15]([CH3:18])[n:16][o:17]3)[c:7](=[O:12])[nH:8][c:9]2[cH:10][cH:11]1.